The task is: describe an organic reaction: reactants, conditions, products, and yield. This data is from the Open Reaction Database (ORD), a public repository of structured organic reaction records. The reactants are Cl (HCl), ClC1=C(C(=CC=C1)Cl)C1=CC2=C(N=C(N=C2)NCCCCN(CC)CC)N=C1N (6-(2,6-Dichlorophenyl)-N2 -(4-diethylamino-butyl)-pyrido[2,3-d]pyrimidine-2,7-diamine), C(C)N=C=O (ethyl isocyanate), C[Si](N[Si](C)(C)C)(C)C.[K] (potassium hexamethyldisilazane). The solvent is C1CCOC1 (THF). Reaction conditions: time 30 minute. The product is ClC1=C(C(=CC=C1)Cl)C1=CC2=C(N=C(N=C2)NCCCCN(CC)CC)N=C1NC(=O)NCC (1-[6-(2,6-Dichlorophenyl)-2-(4-diethylamino-butyl-amino)-pyrido[2,3-d]pyrimidin-7-yl]-3-ethyl-urea). As a reaction SMILES: [Cl:1][C:2]1[CH:7]=[CH:6][CH:5]=[C:4]([Cl:8])[C:3]=1[C:9]1[C:28]([NH2:29])=[N:27][C:12]2[N:13]=[C:14]([NH:17][CH2:18][CH2:19][CH2:20][CH2:21][N:22]([CH2:25][CH3:26])[CH2:23][CH3:24])[N:15]=[CH:16][C:11]=2[CH:10]=1.C[Si](C)(C)N[Si](C)(C)C.[K].[CH2:40]([N:42]=[C:43]=[O:44])[CH3:41].Cl>C1COCC1>[Cl:8][C:4]1[CH:5]=[CH:6][CH:7]=[C:2]([Cl:1])[C:3]=1[C:9]1[C:28]([NH:29][C:43]([NH:42][CH2:40][CH3:41])=[O:44])=[N:27][C:12]2[N:13]=[C:14]([NH:17][CH2:18][CH2:19][CH2:20][CH2:21][N:22]([CH2:25][CH3:26])[CH2:23][CH3:24])[N:15]=[CH:16][C:11]=2[CH:10]=1 |f:1.2,^1:38|. Procedure: To a cooled (5° C.) solution of 6-(2,6-dichlorophenyl)-N2 -(4-diethylamino-butyl)-pyrido[2,3-d]pyrimidine-2,7-diamine (0.61 g) from Example 53 in THF (6 mL) was added potassium hexamethyldisilazane (0.308 g) in portions. The reaction mixture was allowed to warm to ambient temperature and stirred for 30 minutes. Then ethyl isocyanate was added, and the reaction mixture was stirred for an additional 18 hours at ambient temperature. The product was isolated by pouring the reaction mixture into appr... Reactants: BrC1CCCCC1 (Bromocyclohexane), N1=CC=NC=C1 (pyrazine), CC1=C(C=CC=C1)[Mg]Br (2-methylphenylmagnesium bromide), CC1=C(C=CC=C1)[Mg]Br (2-methylphenylmagnesium bromide). Run in C1CCOC1 (THF), C1CCOC1 (THF). The product is CC1=C(C=CC=C1)C1CCCCC1 ((2-Methylphenyl)cyclohexane). Isolated yield 99.0%. As a reaction SMILES: Br[CH:2]1[CH2:7][CH2:6][CH2:5][CH2:4][CH2:3]1.[CH3:8][C:9]1[CH:14]=[CH:13][CH:12]=[CH:11][C:10]=1[Mg]Br.N1C=CN=CC=1>C1COCC1>[CH3:8][C:9]1[CH:14]=[CH:13][CH:12]=[CH:11][C:10]=1[CH:2]1[CH2:7][CH2:6][CH2:5][CH2:4][CH2:3]1. Procedure details: Bromocyclohexane (81.7 mg, 0.5 mmol) and a THF solution (0.94 mL, 0.80 M, 0.75 mmol) of 2-methylphenylmagnesium bromide were used as starting materials, and reacted as in Entry 1. Conditions: The THF solution of 2-methylphenylmagnesium bromide was added dropwise at 40° C. over 20 minutes. 1H-NMR analysis was conducted using pyrazine (13.2 mg, 0.16 mmol) as an internal standard (yield 99%). Starting materials: Cl.Cl.[C@H]1(CCCN2CCCC[C@H]12)CN1CCC(CC1)NC(=O)C=1NC2=CC=CC(=C2C1)OCC1=COC2=C1C=CC(=C2)Cl (4-(6-Chloro-benzofuran-3-ylmethoxy)-1H-indole-2-carboxylic acid {1-[(1S,9aR)-1-(octahydro-quinolizin-1-yl)methyl]-piperidin-4-yl}-amide dihydrochloride), Cl.Cl.Cl.NC1CCN(CC1)C[C@H](C)N1CCC(CC1)O (1-[(S)-2-(4-Amino-piperidin-1-yl)-1-methyl-ethyl]-piperidin-4-ol trihydrochloride). The product is Cl.Cl.OC1CCN(CC1)[C@H](CN1CCC(CC1)NC(=O)C=1NC2=CC=CC(=C2C1)OCC1=COC2=C1C=CC(=C2)Cl)C (4-(6-Chloro-benzofuran-3-ylmethoxy)-1H-indole-2-carboxylic acid {1-[(S)-2-(4-hydroxy-piperidin-1-yl)-propyl]-piperidin-4-yl}-amide dihydrochloride). RXN SMILES: [ClH:1].Cl.[C@H]1([CH2:13][N:14]2[CH2:19][CH2:18][CH:17]([NH:20][C:21]([C:23]3[NH:24][C:25]4[C:30]([CH:31]=3)=[C:29]([O:32][CH2:33][C:34]3[C:38]5[CH:39]=[CH:40][C:41]([Cl:43])=[CH:42][C:37]=5[O:36][CH:35]=3)[CH:28]=[CH:27][CH:26]=4)=[O:22])[CH2:16][CH2:15]2)[C@@H]2N(CCCC2)CCC1.Cl.Cl.Cl.NC1CCN([CH2:54][C@@H:55]([N:57]2[CH2:62][CH2:61][CH:60]([OH:63])[CH2:59][CH2:58]2)C)CC1>>[ClH:43].[ClH:1].[OH:63][CH:60]1[CH2:61][CH2:62][N:57]([C@@H:55]([CH3:54])[CH2:13][N:14]2[CH2:19][CH2:18][CH:17]([NH:20][C:21]([C:23]3[NH:24][C:25]4[C:30]([CH:31]=3)=[C:29]([O:32][CH2:33][C:34]3[C:38]5[CH:39]=[CH:40][C:41]([Cl:43])=[CH:42][C:37]=5[O:36][CH:35]=3)[CH:28]=[CH:27][CH:26]=4)=[O:22])[CH2:16][CH2:15]2)[CH2:58][CH2:59]1 |f:0.1.2,3.4.5.6,7.8.9|. Procedure details: This compound is synthesized from 4-(6-chloro-benzofuran-3-ylmethoxy)-1H-indole-2-carboxylic acid (117, see example 72) and amine 50 analogously to the method described in example 1. Starting materials: O=C([O-])[O-], Cc1cc(SC#N)c(C(C)(C)C)cc1O, CN(C)S(=O)(=O)Cl, CC#N, [Cs+], [Cs+]. The product is Cc1cc(SC#N)c(C(C)(C)C)cc1OS(=O)(=O)N(C)C. Reaction SMILES: [C:16](=[O:17])([O-:18])[O-:19].[C:1]([CH3:2])([CH3:3])([CH3:4])[c:5]1[c:6]([S:13][C:14]#[N:15])[cH:7][c:8]([CH3:12])[c:9]([OH:11])[cH:10]1.[CH3:22][N:23]([S:24](=[O:25])(=[O:26])[Cl:27])[CH3:28].[CH3:29][C:30]#[N:31].[Cs+:20].[Cs+:21]>>[C:1]([CH3:2])([CH3:3])([CH3:4])[c:5]1[c:6]([S:13][C:14]#[N:15])[cH:7][c:8]([CH3:12])[c:9]([O:11][S:24]([N:23]([CH3:22])[CH3:28])(=[O:25])=[O:26])[cH:10]1. The reactants are C1(=CC=CC=C1)P(C1=CC=CC=C1)C1=CC=CC=C1.N#CCl (triphenylphosphine cyanogen chloride), (C6H5)3P(CN)Cl, CC1=CC=C(C=C1)S (p-methylthiophenol). Run in C1=CC=CC=C1 (benzene), C1=CC=CC=C1 (benzene). Conditions: time 20 minute. Product: [Cl-].CC1=CC=C(C=C1)S[P+](C1=CC=CC=C1)(C1=CC=CC=C1)C1=CC=CC=C1 (p-methylphenylthiotriphenylphosphonium chloride). As a reaction SMILES: [C:1]1([P:7]([C:14]2[CH:19]=[CH:18][CH:17]=[CH:16][CH:15]=2)[C:8]2[CH:13]=[CH:12][CH:11]=[CH:10][CH:9]=2)[CH:6]=[CH:5][CH:4]=[CH:3][CH:2]=1.N#C[Cl:22].[CH3:23][C:24]1[CH:29]=[CH:28][C:27]([SH:30])=[CH:26][CH:25]=1>C1C=CC=CC=1>[Cl-:22].[CH3:23][C:24]1[CH:29]=[CH:28][C:27]([S:30][P+:7]([C:1]2[CH:2]=[CH:3][CH:4]=[CH:5][CH:6]=2)([C:8]2[CH:13]=[CH:12][CH:11]=[CH:10][CH:9]=2)[C:14]2[CH:15]=[CH:16][CH:17]=[CH:18][CH:19]=2)=[CH:26][CH:25]=1 |f:0.1,4.5|. Reported procedure: To a suspension of 10.8 g. of the triphenylphosphine/cyanogen chloride reaction product, (C6H5)3P(CN)Cl in 100 ml. of benzene at 5°-10°C. was added a solution of 4.2 g. of p-methylthiophenol in 15 ml. of benzene. After addition was complete, the clear solution was held at 45°C. for 20 minutes. The benzene was removed in vacuo at room temperature to leave p-methylphenylthiotriphenylphosphonium chloride. Starting materials: Cl.Cl.CC=1N=C(SC1)NC1=C(C=C(C=N1)SCC1=NC=CC=C1O)OC1=CC=CC=C1 (2-((6-(4-methylthiazol-2-ylamino)-5-phenoxypyridin-3-ylthio)methy)pyridin-3-ol dihydrochloride), [H-].[Na+] (Sodium hydride), CI (MeI). Solvent: CN(C)C=O (DMF). Conditions: temperature 0 celsius, time 10 minute. Product: Cl.COC=1C(=NC=CC1)CSC=1C=C(C(=NC1)NC=1SC=C(N1)C)OC1=CC=CC=C1 (N-(5-((3-methoxypyridin-2-yl)methylthio)-3-phenoxypyridin-2-yl)-4-methylthiazol-2-amine hydrochloride). The yield is 4.2%. As a reaction SMILES: [ClH:1].Cl.[CH3:3][C:4]1[N:5]=[C:6]([NH:9][C:10]2[N:15]=[CH:14][C:13]([S:16][CH2:17][C:18]3[C:23]([OH:24])=[CH:22][CH:21]=[CH:20][N:19]=3)=[CH:12][C:11]=2[O:25][C:26]2[CH:31]=[CH:30][CH:29]=[CH:28][CH:27]=2)[S:7][CH:8]=1.[H-].[Na+].[CH3:34]I>CN(C=O)C>[ClH:1].[CH3:34][O:24][C:23]1[C:18]([CH2:17][S:16][C:13]2[CH:12]=[C:11]([O:25][C:26]3[CH:31]=[CH:30][CH:29]=[CH:28][CH:27]=3)[C:10]([NH:9][C:6]3[S:7][CH:8]=[C:4]([CH3:3])[N:5]=3)=[N:15][CH:14]=2)=[N:19][CH:20]=[CH:21][CH:22]=1 |f:0.1.2,3.4,7.8|. Procedure details: Placed 2-((6-(4-methylthiazol-2-ylamino)-5-phenoxypyridin-3-ylthio)methyl)pyridine-3-ol (prepared in Example 69) (0.180 g, 0.426 mmol) in DMF (5 mL) and cooled to 0° C. Sodium hydride (0.0307 g, 1.28 mmol) was added and stirred for 10 minutes then MeI (0.0605 g, 0.426 mmol) was added stirred at ambient temperature for 30 minutes. Added water and extracted with CH2Cl2. The organic layer was concentrated and purified by silica gel. The product was still impure. Mixture was purified by medium press...